Dataset: the Open Reaction Database (ORD), a public repository of structured organic reaction records. Task: describe an organic reaction: reactants, conditions, products, and yield Reactants: CC(=O)OC(C)=O, [Na+], [OH-], O=S(=O)(O)O, c1ccc(-c2cc3ccccn3n2)cc1. Yields the product CC(=O)c1c(-c2ccccc2)nn2ccccc12. As a reaction SMILES: [CH3:16][C:17](=[O:18])[O:19][C:20](=[O:21])[CH3:22].[Na+:29].[OH-:28].[S:23](=[O:24])(=[O:25])([OH:26])[OH:27].[c:1]1(-[c:7]2[n:8][n:9]3[c:10]([cH:11][cH:12][cH:13][cH:14]3)[cH:15]2)[cH:2][cH:3][cH:4][cH:5][cH:6]1>>[c:1]1(-[c:7]2[n:8][n:9]3[c:10]([cH:11][cH:12][cH:13][cH:14]3)[c:15]2[C:17]([CH3:16])=[O:18])[cH:2][cH:3][cH:4][cH:5][cH:6]1. Starting materials: BrC1=CC(=NC=C1)C(F)(F)F (4-bromo-2-(trifluoromethyl)pyridine), P(=O)([O-])([O-])[O-].[K+].[K+].[K+] (tripotassium phosphate), N1=C(C=CC=C1)C(=O)O (picolinic acid), NC1=NC=C(C=C1C1=CC=C(C=C1)O)Cl (4-(2-amino-5-chloropyridin-3-yl)phenol). The reagents and catalysts are [Cu]I (copper(I) iodide). Solvent: CS(=O)C (DMSO). Reaction conditions: temperature 140 celsius, time 8 hour. Yields the product ClC=1C=C(C(NC1)N)C1=CC=C(C=C1)OC1=CC(=NC=C1)C(F)(F)F (5-chloro-3-(4-{[2-(trifluoromethyl)pyridin-4-yl]oxy}phenyl)-1,2-dihydropyridin-2-amine). Isolated yield 55.2%. RXN SMILES: Br[C:2]1[CH:7]=[CH:6][N:5]=[C:4]([C:8]([F:11])([F:10])[F:9])[CH:3]=1.P([O-])([O-])([O-])=O.[K+].[K+].[K+].N1C=CC=CC=1C(O)=O.[NH2:29][C:30]1[C:35]([C:36]2[CH:41]=[CH:40][C:39]([OH:42])=[CH:38][CH:37]=2)=[CH:34][C:33]([Cl:43])=[CH:32][N:31]=1>CS(C)=O.[Cu]I>[Cl:43][C:33]1[CH:34]=[C:35]([C:36]2[CH:41]=[CH:40][C:39]([O:42][C:2]3[CH:7]=[CH:6][N:5]=[C:4]([C:8]([F:11])([F:10])[F:9])[CH:3]=3)=[CH:38][CH:37]=2)[CH:30]([NH2:29])[NH:31][CH:32]=1 |f:1.2.3.4|. Reported procedure: A mixture of 4-bromo-2-(trifluoromethyl)pyridine (282 mg), tripotassium phosphate (481 mg), picolinic acid (27.9 mg), copper(I) iodide (21.58 mg) and 4-(2-amino-5-chloropyridin-3-yl)phenol (250 mg) in DMSO (5 mL) was stirred at 140° C. under N2 overnight. The mixture was poured into sat.NH4Cl aq. and extracted with EtOAc. The organic layer was separated, washed with brine, dried over anhydrous magnesium sulfate and concentrated in vacuo. The residue was purified by column chromatography (NH sili... The reactants are ClC1=C(C=C(C=C1)C=1C(CC(NN1)=O)C)[N+](=O)[O-] (6-(4-chloro-3-nitrophenyl)-5-methyl-2,3,4,5-tetrahydropyridazin-3-one), N (NH3), ice water. Run in C(C)O (ethanol). The product is NC1=C(C=C(C=C1)C=1C(CC(NN1)=O)C)[N+](=O)[O-] (6-(4-amino-3-nitrophenyl)-5-methyl-2,3,4,5-tetrahydropyridazin-3-one). As a reaction SMILES: Cl[C:2]1[CH:7]=[CH:6][C:5]([C:8]2[CH:9]([CH3:15])[CH2:10][C:11](=[O:14])[NH:12][N:13]=2)=[CH:4][C:3]=1[N+:16]([O-:18])=[O:17].[NH3:19]>C(O)C>[NH2:19][C:2]1[CH:7]=[CH:6][C:5]([C:8]2[CH:9]([CH3:15])[CH2:10][C:11](=[O:14])[NH:12][N:13]=2)=[CH:4][C:3]=1[N+:16]([O-:18])=[O:17]. Procedure: A mixture of 5 g of 6-(4-chloro-3-nitrophenyl)-5-methyl-2,3,4,5-tetrahydropyridazin-3-one, 50 ml of 25% aqueous NH3 solution and 50 ml of ethanol is heated at 100° for 16 hours. The mixture is poured into ice water and extracted with methylene dichloride, the phases are separated and the organic phase is dried over sodium sulfate and evaporated to give 6-(4-amino-3-nitrophenyl)-5-methyl-2,3,4,5-tetrahydropyridazin-3-one, m.p. 234°-238°. Reactants: [OH-].[Na+] (sodium hydroxide), COC(C1=C([N+](=CC=C1)[O-])N)=O (2-aminonicotinic acid methyl ester N-oxide). Run in C(C)O (ethanol). Yields the product NC1=C(C(=O)O)C=CC=[N+]1[O-] (2-aminonicotinic acid N-oxide). Reaction SMILES: [OH-].[Na+].C[O:4][C:5](=[O:14])[C:6]1[CH:11]=[CH:10][CH:9]=[N+:8]([O-:12])[C:7]=1[NH2:13]>C(O)C>[NH2:13][C:7]1[N+:8]([O-:12])=[CH:9][CH:10]=[CH:11][C:6]=1[C:5]([OH:14])=[O:4] |f:0.1|. Reported procedure: 1N sodium hydroxide (0.5 ml) was added to a solution of 2-aminonicotinic acid methyl ester N-oxide (80 mg, 0.48 mmol) in ethanol (5 ml) and the reaction mixture was stirred under reflux for 10 h. The solvent was evaporated under vacuum and the residue was taken up with water and extracted with methylene chloride. After addition of 1N hydrochloric acid to the aqueous solution, the resulting precipitate was filtered, rinsed with water and dried under vacuum, thus obtaining 2-aminonicotinic acid N-... Reactants: ClCCl, [Cl-], [Cl-], [Cl-], [Cl-], COc1ccccc1F, O, [Ti+4]. The product is COc1ccc(C=O)cc1F. Reaction SMILES: [CH2:11]([Cl:12])[Cl:13].[Cl-:14].[Cl-:15].[Cl-:16].[Cl-:17].[F:1][c:2]1[c:3]([O:8][CH3:9])[cH:4][cH:5][cH:6][cH:7]1.[OH2:10].[Ti+4:18]>>[F:1][c:2]1[c:3]([O:8][CH3:9])[cH:4][cH:5][c:6]([CH:11]=[O:10])[cH:7]1.